From a dataset of the Open Reaction Database (ORD), a public repository of structured organic reaction records. describe an organic reaction: reactants, conditions, products, and yield The reactants are FC1=CC=C2C=CC(N(C2=C1)CC=C)=O (7-fluoro-1-(2-propen-1-yl)-2(1H)-quinolinone), C(Cl)Cl (CH2Cl2), CO (MeOH), CSC (Dimethyl sulfide). Conditions: temperature -70 celsius, time 90 minute. Product: FC1=CC=C2C=CC(N(C2=C1)CC=O)=O ((7-Fluoro-2-oxo-1(2H)-quinolinyl)acetaldehyde). Isolated yield 82.0%. RXN SMILES: [F:1][C:2]1[CH:11]=[C:10]2[C:5]([CH:6]=[CH:7][C:8](=[O:15])[N:9]2[CH2:12][CH:13]=C)=[CH:4][CH:3]=1.C(Cl)Cl.CSC.C[OH:23]>>[F:1][C:2]1[CH:11]=[C:10]2[C:5]([CH:6]=[CH:7][C:8](=[O:15])[N:9]2[CH2:12][CH:13]=[O:23])=[CH:4][CH:3]=1. Procedure: A solution of 7-fluoro-1-(2-propen-1-yl)-2(1H)-quinolinone (5.0 g, 0.025 mmol) in 3:1 CH2Cl2:MeOH (500 mL) was cooled to −70° and 03 was bubbled through the solution for 20 min. Dimethyl sulfide (19 mL, 0.25 mol) were added and the reaction was stirred for 90 min at −70° C., then allowed to warm to room temperature overnight. The solvents were removed under reduced pressure yielding a thick orange oil. Purification by column chromatography on silica gel (1% to 100% hexane:ethyl acetate gradient)... Starting materials: C(C)OC(=O)N1CCC2=C(C=3C(C(CC3C=C2)(F)F)(C)O)CC1 (2,2-Difluoro-1-hydroxy-1-methyl-1,3,6,7,9,10-hexahydro-2H-8-aza-cyclohepta[e]indene-8-carboxylic acid ethyl ester), N1=CC=CC=C1 (pyridine), O=S(Cl)Cl (SOCl2). Conditions: temperature 50 celsius. Yields the product C(C)OC(=O)N1CCC2=C(C=3C(C(CC3C=C2)(F)F)(C)Cl)CC1 (1-Chloro-2,2-difluoro-1-methyl-1,3,6,7,9,10-hexahydro-2H-8-aza-cyclohepta[e]indene-8-carboxylic acid ethyl ester). RXN SMILES: [CH2:1]([O:3][C:4]([N:6]1[CH2:23][CH2:22][C:10]2[C:11]3[C:12](O)([CH3:20])[C:13]([F:19])([F:18])[CH2:14][C:15]=3[CH:16]=[CH:17][C:9]=2[CH2:8][CH2:7]1)=[O:5])[CH3:2].N1C=CC=CC=1.O=S(Cl)[Cl:32]>>[CH2:1]([O:3][C:4]([N:6]1[CH2:23][CH2:22][C:10]2[C:11]3[C:12]([Cl:32])([CH3:20])[C:13]([F:19])([F:18])[CH2:14][C:15]=3[CH:16]=[CH:17][C:9]=2[CH2:8][CH2:7]1)=[O:5])[CH3:2]. Procedure details: Into a glass vial containing the product from step (a) (231 mg, 0.710 mmol) dissolved in SOCl2 (2 ml), pyridine (1 μL, 0.0071 mmol) was added. The stirred reaction mixture was heated to 50° C. for 30 minutes. The volatiles were evaporated in vacuo and the residue diluted with water (50 ml). The aqueous mixture was extracted with EtOAc (3×). The combined EtOAc extracts were washed with brine, dried over Na2SO4, and solvent evaporated in vacuo to give the sub-title compound as a dark yellow oil (2...